Task: describe an organic reaction: reactants, conditions, products, and yield. Dataset: the Open Reaction Database (ORD), a public repository of structured organic reaction records The reactants are CC(C)(C)OC(=O)Nc1cc(OCC(F)(F)F)c(-c2ccccc2F)cc1NC(=O)CC(=O)c1cccc(-n2ccnn2)c1, ClCCl, O=C(O)C(F)(F)F. Product: O=C1CC(c2cccc(-n3ccnn3)c2)=Nc2cc(OCC(F)(F)F)c(-c3ccccc3F)cc2N1. Reaction SMILES: [C:1]([O:2][C:3](=[O:4])[NH:7][c:8]1[cH:9][c:10]([O:38][CH2:39][C:40]([F:41])([F:42])[F:43])[c:11](-[c:31]2[c:32]([F:37])[cH:33][cH:34][cH:35][cH:36]2)[cH:12][c:13]1[NH:14][C:15]([CH2:16][C:17](=[O:5])[c:18]1[cH:19][c:20](-[n:24]2[n:25][n:26][cH:27][cH:28]2)[cH:21][cH:22][cH:23]1)=[O:30])([CH3:6])([CH3:29])[CH3:44].[Cl:52][CH2:53][Cl:54].[F:45][C:46]([F:47])([F:48])[C:49]([OH:50])=[O:51]>>[N:7]1=[C:17]([c:18]2[cH:19][c:20](-[n:24]3[n:25][n:26][cH:27][cH:28]3)[cH:21][cH:22][cH:23]2)[CH2:16][C:15](=[O:30])[NH:14][c:13]2[c:8]1[cH:9][c:10]([O:38][CH2:39][C:40]([F:41])([F:42])[F:43])[c:11](-[c:31]1[c:32]([F:37])[cH:33][cH:34][cH:35][cH:36]1)[cH:12]2. Reactants: O=C(OCc1ccccc1)N1CCC(O)C1, Cc1ccc(S(=O)(=O)Cl)cc1, c1ccncc1. Yields the product Cc1ccc(S(=O)(=O)OC2CCN(C(=O)OCc3ccccc3)C2)cc1. RXN SMILES: [CH2:12]([c:13]1[cH:14][cH:15][cH:16][cH:17][cH:18]1)[O:19][C:20](=[O:21])[N:22]1[CH2:23][CH:24]([OH:27])[CH2:25][CH2:26]1.[c:1]1([CH3:11])[cH:2][cH:3][c:4]([S:7](=[O:8])(=[O:9])[Cl:10])[cH:5][cH:6]1.[cH:28]1[cH:29][cH:30][n:31][cH:32][cH:33]1>>[c:1]1([CH3:11])[cH:2][cH:3][c:4]([S:7](=[O:8])(=[O:9])[O:27][CH:24]2[CH2:23][N:22]([C:20]([O:19][CH2:12][c:13]3[cH:14][cH:15][cH:16][cH:17][cH:18]3)=[O:21])[CH2:26][CH2:25]2)[cH:5][cH:6]1. Procedure: To 60 ml of MOPS buffer (50 mM, pH=7.0), 0.47 gram (3.2 mmol) of racemic para-nitro styrene oxide was added and the suspension was stirred for 60 min. The halohydrin dehalogenase, obtained as described in Example 1, (29 mg in 6 ml buffer) was added. A prepared stock solution of 0.12 gram (1.6 mmol) NaN3 in 5 ml MOPS buffer was slowly added over a period of 24 hours. The reaction was stopped and the suspension was three times extracted with diethylether. After separating, the organic phase was dr... Yield: 4.0%. Reaction SMILES: [N-:1]=[N+:2]=[N-:3].[Na+].[N+:5]([C:8]1[CH:16]=[CH:15][C:11]([C@@H:12]2[O:14][CH2:13]2)=[CH:10][CH:9]=1)([O-:7])=[O:6].N(C[C@@H](C1C=CC([N+]([O-])=O)=CC=1)O)=[N+]=[N-]>C1N(CCCS(O)(=O)=O)CCOC1.C(OCC)C>[N:1]([CH:12]([C:11]1[CH:10]=[CH:9][C:8]([N+:5]([O-:7])=[O:6])=[CH:16][CH:15]=1)[CH2:13][OH:14])=[N+:2]=[N-:3] |f:0.1|. Product: N(=[N+]=[N-])C(CO)C1=CC=C(C=C1)[N+](=O)[O-] (2-azido-2-(para-nitrophenyl)ethanol), reaction mixture. The solvent is C1COCCN1CCCS(=O)(=O)O (MOPS), C(C)OCC (diethylether). Starting materials: [N-]=[N+]=[N-].[Na+] (NaN3), N(=[N+]=[N-])C[C@H](O)C1=CC=C(C=C1)[N+](=O)[O-] ((R)-2-azido-1-(para-nitrophenyl)ethanol), [N+](=O)([O-])C1=CC=C([C@H]2CO2)C=C1 ((S)-para-nitro styrene oxide). The reactants are COC(=O)C=Cc1cc(C)c(-c2nc3ccc(C(=O)Nc4ccc(C(C)(C)C)cc4)cc3[nH]2)c(C)c1, CO, CO, [Na+], [OH-], O. As a reaction SMILES: [C:1]([CH3:2])([CH3:3])([CH3:4])[c:5]1[cH:6][cH:7][c:8]([NH:11][C:12](=[O:13])[c:14]2[cH:15][cH:16][c:17]3[c:18]([nH:19][c:20](-[c:22]4[c:23]([CH3:35])[cH:24][c:25]([CH:29]=[CH:30][C:31](=[O:32])[O:33][CH3:34])[cH:26][c:27]4[CH3:28])[n:21]3)[cH:36]2)[cH:9][cH:10]1.[CH3:39][OH:40].[CH3:41][OH:42].[Na+:38].[OH-:37].[OH2:43]>>[C:1]([CH3:2])([CH3:3])([CH3:4])[c:5]1[cH:6][cH:7][c:8]([NH:11][C:12](=[O:13])[c:14]2[cH:15][cH:16][c:17]3[c:18]([nH:19][c:20](-[c:22]4[c:23]([CH3:35])[cH:24][c:25]([CH:29]=[CH:30][C:31](=[O:32])[OH:33])[cH:26][c:27]4[CH3:28])[n:21]3)[cH:36]2)[cH:9][cH:10]1. The product is Cc1cc(C=CC(=O)O)cc(C)c1-c1nc2ccc(C(=O)Nc3ccc(C(C)(C)C)cc3)cc2[nH]1.